Dataset: the Open Reaction Database (ORD), a public repository of structured organic reaction records. Task: describe an organic reaction: reactants, conditions, products, and yield Reactants: CC1(C)OB(c2cn[nH]c2)OC1(C)C, Clc1ccc(C2(c3ccc(I)cc3)CNCCO2)cc1, [Pd], c1ccc(P(c2ccccc2)c2ccccc2)cc1, c1ccc(P(c2ccccc2)c2ccccc2)cc1, c1ccc(P(c2ccccc2)c2ccccc2)cc1, c1ccc(P(c2ccccc2)c2ccccc2)cc1. Yields the product Clc1ccc(C2(c3ccc(-c4cn[nH]c4)cc3)CNCCO2)cc1. RXN SMILES: [CH3:21][C:22]1([CH3:23])[C:24]([CH3:25])([CH3:26])[O:27][B:28]([c:29]2[cH:30][n:31][nH:32][cH:33]2)[O:34]1.[Cl:1][c:2]1[cH:3][cH:4][c:5]([C:8]2([c:14]3[cH:15][cH:16][c:17]([I:20])[cH:18][cH:19]3)[O:9][CH2:10][CH2:11][NH:12][CH2:13]2)[cH:6][cH:7]1.[Pd:35].[c:36]1([P:37]([c:38]2[cH:39][cH:40][cH:41][cH:42][cH:43]2)[c:44]2[cH:45][cH:46][cH:47][cH:48][cH:49]2)[cH:50][cH:51][cH:52][cH:53][cH:54]1.[c:55]1([P:56]([c:57]2[cH:58][cH:59][cH:60][cH:61][cH:62]2)[c:63]2[cH:64][cH:65][cH:66][cH:67][cH:68]2)[cH:69][cH:70][cH:71][cH:72][cH:73]1.[c:74]1([P:75]([c:76]2[cH:77][cH:78][cH:79][cH:80][cH:81]2)[c:82]2[cH:83][cH:84][cH:85][cH:86][cH:87]2)[cH:88][cH:89][cH:90][cH:91][cH:92]1.[c:93]1([P:94]([c:95]2[cH:96][cH:97][cH:98][cH:99][cH:100]2)[c:101]2[cH:102][cH:103][cH:104][cH:105][cH:106]2)[cH:107][cH:108][cH:109][cH:110][cH:111]1>>[Cl:1][c:2]1[cH:3][cH:4][c:5]([C:8]2([c:14]3[cH:15][cH:16][c:17](-[c:29]4[cH:30][n:31][nH:32][cH:33]4)[cH:18][cH:19]3)[O:9][CH2:10][CH2:11][NH:12][CH2:13]2)[cH:6][cH:7]1.